From a dataset of the Open Reaction Database (ORD), a public repository of structured organic reaction records. describe an organic reaction: reactants, conditions, products, and yield Reaction SMILES: Br[C:2]([CH3:7])([CH3:6])[C:3](Br)=[O:4].[Al+3].[Cl-].[Cl-].[Cl-].[CH2:12]1[C:21]2[C:16](=[CH:17][CH:18]=[CH:19][CH:20]=2)[CH2:15][CH2:14][CH2:13]1>C(Cl)Cl>[CH3:6][CH:2]1[C:3](=[O:4])[C:18]2=[CH:17][C:16]3[CH2:15][CH2:14][CH2:13][CH2:12][C:21]=3[CH:20]=[C:19]2[CH2:7]1 |f:1.2.3.4|. Run in C(Cl)Cl (CH2Cl2), C(Cl)Cl (CH2Cl2). The reactants are C1CCCC2=CC=CC=C12 (tetraline), ice, indanones, BrC(C(=O)Br)(C)C (2-bromo-2-methylpropanoyl bromide), [Al+3].[Cl-].[Cl-].[Cl-] (AlCl3). The product is CC1CC=2C(=CC=3CCCCC3C2)C1=O (2-methyl-2,3,5,6,7,8-hexahydro-1H-cyclopenta[b]naphthalen-1-one). Isolated yield 31.1%. Reaction conditions: temperature 0 celsius, time 15 minute. Reported procedure: A total of 145 g (0.63 mol) of 2-bromo-2-methylpropanoyl bromide were added dropwise to a suspension of 223 g (1.67 mol) AlCl3 in 200 ml of CH2Cl2 with vigorous stirring for 15 min at 0° C. This mixture was stirred for 45 min at this temperature; then a solution of 83.4 g (0.63 mol) of tetraline in 200 ml of CH2Cl2 was added dropwise. The mixture was slowly warmed to ambient temperature, stirred additionally overnight, and, then, poured on 1000 cm3 of ice. The organic layer was separated, the aq... The reactants are F[B-](F)(F)F.C(C)[O+](CC)CC (triethyloxonium tetrafluoroborate), ClC1=C(C=CC=C1)C(=O)N1CC(NCC1)=O (4-[(2-chlorophenyl)carbonyl]-2-piperazinone), N1=CN=C(C=C1)C(=O)NN (4-pyrimidinecarbohydrazide). Solvent: ClCCl (Dichloromethane). Reaction conditions: time 1 hour. The product is ClC1=C(C=CC=C1)C(=O)N1CC=2N(CC1)C(=NN2)C2=NC=NC=C2 (7-[(2-chlorophenyl)carbonyl]-3-(4-pyrimidinyl)-5,6,7,8-tetrahydro[1,2,4]triazolo[4,3-a]pyrazine). RXN SMILES: [Cl:1][C:2]1[CH:7]=[CH:6][CH:5]=[CH:4][C:3]=1[C:8]([N:10]1[CH2:15][CH2:14][NH:13][C:12](=O)[CH2:11]1)=[O:9].F[B-](F)(F)F.C([O+](CC)CC)C.[N:29]1[CH:34]=[CH:33][C:32]([C:35]([NH:37][NH2:38])=O)=[N:31][CH:30]=1>ClCCl>[Cl:1][C:2]1[CH:7]=[CH:6][CH:5]=[CH:4][C:3]=1[C:8]([N:10]1[CH2:15][CH2:14][N:13]2[C:35]([C:32]3[CH:33]=[CH:34][N:29]=[CH:30][N:31]=3)=[N:37][N:38]=[C:12]2[CH2:11]1)=[O:9] |f:1.2|. Reported procedure: The title compound was prepared in a method analogous to the example E111. To a solution of 4-[(2-chlorophenyl)carbonyl]-2-piperazinone (I4) (269 mg, 1.127 mmol,) in Dichloromethane (5 ml) stirred under argon at room temp was added solid triethyloxonium tetrafluoroborate (214 mg, 1.127 mmol). The reaction mixture was stirred at RT for 1 hr. Solid 4-pyrimidinecarbohydrazide (I71 mg, 1.240 mmol, commerically available from e.g. Anichem, J&W PharmLab or Bepharm) was added and the reaction mixture s...